Task: describe an organic reaction: reactants, conditions, products, and yield. Dataset: the Open Reaction Database (ORD), a public repository of structured organic reaction records The reactants are Brc1cnc2[nH]ccc2c1, CN(C)C=O, CC(C)[Si](Cl)(C(C)C)C(C)C, [H-], [Na+], O. The product is CC(C)[Si](C(C)C)(C(C)C)n1ccc2cc(Br)cnc21. RXN SMILES: [Br:1][c:2]1[cH:3][c:4]2[cH:5][cH:6][nH:7][c:8]2[n:9][cH:10]1.[CH3:25][N:26]([CH3:27])[CH:28]=[O:29].[CH:13]([CH3:14])([CH3:15])[Si:16]([CH:17]([CH3:18])[CH3:19])([CH:20]([CH3:21])[CH3:22])[Cl:23].[H-:11].[Na+:12].[OH2:24]>>[Br:1][c:2]1[cH:3][c:4]2[cH:5][cH:6][n:7]([Si:16]([CH:13]([CH3:14])[CH3:15])([CH:17]([CH3:18])[CH3:19])[CH:20]([CH3:21])[CH3:22])[c:8]2[n:9][cH:10]1. The reactants are [O-]CC.[Li+] (lithium ethoxide), BrCC=1C=C(C=C(C1)CBr)C=1OC=2C(=NC=CC2)N1 (2-[3,5-di(bromomethyl)phenyl]oxazolo[4,5-b]pyridine), C1(=CC=CC=C1)P(C1=CC=CC=C1)C1=CC=CC=C1 (triphenylphosphine), CC(=O)C (acetone), [PH4+] (phosphonium). Solvent: C(C)O (ethanol), CN(C=O)C (dimethylformamide), O (Water). Yields the product CC(CC=1C=C(C=C(C1)CC(=C)C)C=1OC=2C(=NC=CC2)N1)=C (2-[3,5-di(2-methylallyl)phenyl]oxazolo[4,5-b]pyridine). Reaction SMILES: Br[CH2:2][C:3]1[CH:4]=[C:5]([C:11]2[O:12][C:13]3[C:14]([N:19]=2)=[N:15][CH:16]=[CH:17][CH:18]=3)[CH:6]=[C:7]([CH2:9]Br)[CH:8]=1.[C:20]1(P(C2C=CC=CC=2)C2C=CC=CC=2)[CH:25]=CC=C[CH:21]=1.[PH4+].[O-]CC.[Li+].[CH3:44][C:45]([CH3:47])=O>O.C(O)C.CN(C)C=O>[CH3:25][C:20](=[CH2:21])[CH2:2][C:3]1[CH:4]=[C:5]([C:11]2[O:12][C:13]3[C:14]([N:19]=2)=[N:15][CH:16]=[CH:17][CH:18]=3)[CH:6]=[C:7]([CH2:9][C:45]([CH3:47])=[CH2:44])[CH:8]=1 |f:3.4|. Procedure: A mixture of 5 mmoles of the product from Step A and 11.0 mmoles of triphenylphosphine in 15 ml. of dimethylformamide is stirred and refluxed under nitrogen for 3 hours. The mixture is cooled and the phosphonium salt is collected on a filter. A mixture of 4 mmoles of the phosphonium salt, 100 ml. of ethanol, 1 ml. of acetone and 40 ml. of 0.3 N ethanolic lithium ethoxide is stirred at room temperature under nitrogen for 2 hours. Water (100 ml.) is added and the mixture is cooled in an ice-bath. ... The reactants are N12CCC(CC1)(C2)C(=O)OCC (ethyl 1-azabicyclo[2.2.1]heptane-4-carboxylate), [H-].[Al+3].[Li+].[H-].[H-].[H-] (lithium aluminum hydride). Yields the product N12CCC(CC1)(C2)CO (1-Azabicyclo[2.2.1]heptan-4-ylmethanol). RXN SMILES: [N:1]12[CH2:7][C:4]([C:8](OCC)=[O:9])([CH2:5][CH2:6]1)[CH2:3][CH2:2]2.[H-].[Al+3].[Li+].[H-].[H-].[H-]>>[N:1]12[CH2:7][C:4]([CH2:8][OH:9])([CH2:5][CH2:6]1)[CH2:3][CH2:2]2 |f:1.2.3.4.5.6|. Procedure details: 1-Azabicyclo[2.2.1]heptan-4-ylmethanol was prepared by reducing ethyl 1-azabicyclo[2.2.1]heptane-4-carboxylate with lithium aluminum hydride, as described in J. Med. Chem. 35, 2392 (1992).